This data is from the Open Reaction Database (ORD), a public repository of structured organic reaction records. The task is: describe an organic reaction: reactants, conditions, products, and yield The reactants are F[C@@H]1[C@@H]2C=3C=CC(=CC3C[C@H]([C@H]2[C@@H]2CC[C@@H]([C@@]2(C)C1)O)CCCCCN1[C@@H](CCC1)CSCCCC(C(F)(F)F)(F)F)O (11β-fluoro-7α-{5-[(2S)-2-(4,4,5,5,5-pentafluoropentyl-thiomethyl)-pyrrolidin-1-yl]-pentyl}-estra-1,3,5(10)-triene-3,17β-diol), I(=O)(=O)(=O)[O-].[Na+] (sodium periodate). Run in CO (methanol), O (water), O (water). Product: F[C@@H]1[C@@H]2C=3C=CC(=CC3C[C@H]([C@H]2[C@@H]2CC[C@@H]([C@@]2(C)C1)O)CCCCCN1[C@@H](CCC1)CS(=O)CCCC(C(F)(F)F)(F)F)O (11β-fluoro-7α-(5-[(2S)-2-(4,4,5,5,5-pentafluoropentanesulfinylmethyl)-pyrrolidin-1-yl]-pentyl}-estra-1,3,5(10)-triene-3,17β-diol). Yield: 66.0%. Reaction SMILES: [F:1][C@H:2]1[CH2:19][C@@:17]2([CH3:18])[C@@H:13]([CH2:14][CH2:15][C@@H:16]2[OH:20])[C@H:12]2[C@H:3]1[C:4]1[CH:5]=[CH:6][C:7]([OH:43])=[CH:8][C:9]=1[CH2:10][C@H:11]2[CH2:21][CH2:22][CH2:23][CH2:24][CH2:25][N:26]1[CH2:30][CH2:29][CH2:28][C@H:27]1[CH2:31][S:32][CH2:33][CH2:34][CH2:35][C:36]([F:42])([F:41])[C:37]([F:40])([F:39])[F:38].I([O-])(=O)(=O)=[O:45].[Na+]>CO.O>[F:1][C@H:2]1[CH2:19][C@@:17]2([CH3:18])[C@@H:13]([CH2:14][CH2:15][C@@H:16]2[OH:20])[C@H:12]2[C@H:3]1[C:4]1[CH:5]=[CH:6][C:7]([OH:43])=[CH:8][C:9]=1[CH2:10][C@H:11]2[CH2:21][CH2:22][CH2:23][CH2:24][CH2:25][N:26]1[CH2:30][CH2:29][CH2:28][C@H:27]1[CH2:31][S:32]([CH2:33][CH2:34][CH2:35][C:36]([F:42])([F:41])[C:37]([F:38])([F:39])[F:40])=[O:45] |f:1.2|. Procedure details: A solution of 300 mg of 11β-fluoro-7α-{5-[(2S)-2-(4,4,5,5,5-pentafluoropentyl-thiomethyl)-pyrrolidin-1-yl]-pentyl}-estra-1,3,5(10)-triene-3,17β-diol in 4.3 ml of methanol and 2.1 ml of water is stirred with 131 mg of sodium periodate for 4 hours at room temperature. Then, it is added to water, extracted three times with ethyl acetate, washed with common salt solution, dried on sodium sulfate, concentrated by evaporation in a vacuum and chromatographed on silica gel with dichloromethane/ethyl ace...